describe an organic reaction: reactants, conditions, products, and yield From a dataset of the Open Reaction Database (ORD), a public repository of structured organic reaction records. The reactants are CC1(OC(=O)CC(=O)O1)C (Meldrum's acid), CC1(OC2=C(CC1)C(=C(C(=C2C)C)OCC2=CC=CC=C2)C)CC(O)=C2C(OC(OC2=O)(C)C)=O (rac.-5-[2-[3,4-dihydro-2,5,7,8-tetramethyl-6-phenylmethoxy-2H-1-benzopyran-2-yl]-1-hydroxyethylidene]-2,2-dimethyl-1,3-dioxane-4,6-dione), alcohol (2RS,3E,6R)-6,10-dimethyl-3-undecen-2-ol. The solvent is C1(=CC=CC=C1)C (toluene). Run at temperature 100 celsius, time 30 minute. The product is CC(\C=C\C[C@@H](CCCC(C)C)C)OC(CC(CC1(OC2=C(CC1)C(=C(C(=C2C)C)OCC2=CC=CC=C2)C)C)=O)=O ((2RS)-3-Oxo-4-[3,4-dihydro-2,5,7,8-tetramethyl-6-(phenylmethoxy)-2H-1-benzopyran-2-yl]butanoic acid (1RS,2E,5R)-1,5,9-trimethyl-2-decenyl ester). RXN SMILES: [CH3:1][C:2]1([CH3:10])[O:9][C:7](=[O:8])[CH2:6][C:4](=[O:5])O1.[CH3:11][C:12]1([CH2:33]C(=C2C(=O)OC(C)(C)OC2=O)O)[CH2:17][CH2:16][C:15]2[C:18]([CH3:32])=[C:19]([O:24][CH2:25][C:26]3[CH:31]=[CH:30][CH:29]=[CH:28][CH:27]=3)[C:20]([CH3:23])=[C:21]([CH3:22])[C:14]=2[O:13]1>C1(C)C=CC=CC=1>[CH3:10][CH:2]([O:9][C:7](=[O:8])[CH2:6][C:4](=[O:5])[CH2:33][C:12]1([CH3:11])[CH2:17][CH2:16][C:15]2[C:18]([CH3:32])=[C:19]([O:24][CH2:25][C:26]3[CH:27]=[CH:28][CH:29]=[CH:30][CH:31]=3)[C:20]([CH3:23])=[C:21]([CH3:22])[C:14]=2[O:13]1)/[CH:1]=[CH:20]/[CH2:19][C@H:18]([CH3:32])[CH2:15][CH2:16][CH2:17][CH:12]([CH3:33])[CH3:11]. Reported procedure: A solution of 2.40 g (5.0 mmol) of Meldrum's acid adduct i.e. rac.-5-[2-[3,4-dihydro-2,5,7,8-tetramethyl-6-phenylmethoxy-2H-1-benzopyran-2-yl]-1-hydroxyethylidene]-2,2-dimethyl-1,3-dioxane-4,6-dione and 1.19 g (6.0 mmol) of alcohol (2RS,3E,6R)-6,10-dimethyl-3-undecen-2-ol in 4 mL of dry toluene was degassed by 3 cycles of evacuating/purging with argon and then heated under argon to 100° C. CO2 evolution started at ca 90° C. and ceased after ca. 30 minutes. The light yellow solution was stirred f... Reactants: CC(c1ccc(Br)cc1Cl)C(O)(c1ccc2c(c1)oc(=O)n2C)C(F)(F)F, CCOC(=O)c1cc(B(O)O)ccc1F. Product: CCOC(=O)c1cc(-c2ccc(C(C)C(O)(c3ccc4c(c3)oc(=O)n4C)C(F)(F)F)c(Cl)c2)ccc1F. RXN SMILES: [Br:1][c:2]1[cH:3][c:4]([Cl:27])[c:5]([CH:8]([C:9]([C:10]([F:11])([F:12])[F:13])([OH:14])[c:15]2[cH:16][c:17]3[c:18]([n:19]([CH3:23])[c:20](=[O:22])[o:21]3)[cH:24][cH:25]2)[CH3:26])[cH:6][cH:7]1.[F:28][c:29]1[c:30]([C:38](=[O:39])[O:40][CH2:41][CH3:42])[cH:31][c:32]([B:35]([OH:36])[OH:37])[cH:33][cH:34]1>>[c:2]1(-[c:32]2[cH:31][c:30]([C:38](=[O:39])[O:40][CH2:41][CH3:42])[c:29]([F:28])[cH:34][cH:33]2)[cH:3][c:4]([Cl:27])[c:5]([CH:8]([C:9]([C:10]([F:11])([F:12])[F:13])([OH:14])[c:15]2[cH:16][c:17]3[c:18]([n:19]([CH3:23])[c:20](=[O:22])[o:21]3)[cH:24][cH:25]2)[CH3:26])[cH:6][cH:7]1. Reactants: O=C1NC(=O)c2ccccc21, CN(C)C=O, ClCC=CCCl, [K]. Product: O=C1c2ccccc2C(=O)N1CC=CCCl. RXN SMILES: [C:8]1(=[O:18])[c:9]2[c:10]([cH:14][cH:15][cH:16][cH:17]2)[C:11](=[O:13])[NH:12]1.[CH3:19][N:20]([CH3:21])[CH:22]=[O:23].[Cl:1][CH2:2][CH:3]=[CH:4][CH2:5][Cl:6].[K:7]>>[Cl:1][CH2:2][CH:3]=[CH:4][CH2:5][N:12]1[C:8](=[O:18])[c:9]2[c:10]([cH:14][cH:15][cH:16][cH:17]2)[C:11]1=[O:13]. The reactants are ClC1=CC(=C(C=C1)C=1N=CSC1C1=C(C=C(C=C1)Cl)C)C (4,5-Bis(4-chloro-2-methylphenyl)thiazole), C1CC(=O)N(C1=O)Br (NBS), CC(=O)[O-].[Na+] (NaOAc). Run in CC(=O)O (AcOH), C(Cl)Cl (DCM). Yields the product BrC=1SC(=C(N1)C1=C(C=C(C=C1)Cl)C)C1=C(C=C(C=C1)Cl)C (2-Bromo-4,5-bis(4-chloro-2-methylphenyl)thiazole). Isolated yield 93.0%. Reaction SMILES: [Cl:1][C:2]1[CH:7]=[CH:6][C:5]([C:8]2[N:9]=[CH:10][S:11][C:12]=2[C:13]2[CH:18]=[CH:17][C:16]([Cl:19])=[CH:15][C:14]=2[CH3:20])=[C:4]([CH3:21])[CH:3]=1.C1C(=O)N([Br:29])C(=O)C1.CC([O-])=O.[Na+]>CC(O)=O.C(Cl)Cl>[Br:29][C:10]1[S:11][C:12]([C:13]2[CH:18]=[CH:17][C:16]([Cl:19])=[CH:15][C:14]=2[CH3:20])=[C:8]([C:5]2[CH:6]=[CH:7][C:2]([Cl:1])=[CH:3][C:4]=2[CH3:21])[N:9]=1 |f:2.3|. Procedure details: A solution of 4,5-Bis(4-chloro-2-methylphenyl)thiazole (170 mg, 0.51 mmol), NBS (100 mg, 0.56 mmol) and NaOAc (82 mg, 1.0 mmol) in AcOH (5 mL) and DCM (3 mL) was stirred overnight at rt, and then quenched with water (25 mL) and extracted with ethyl acetate. The organic phase was dried over anhydrous sodium sulphate and then concentrated. The residue was purified by flash chromatography to afford 196 mg of product. Reactants: CC(C)(C)OC(=O)NCC1CO1, Cc1ccc(N)cc1F, CN(C)C=O. Product: Cc1ccc(N2CC(CNC(=O)OC(C)(C)C)OC2=O)cc1F. Reaction SMILES: [C:10]([CH3:11])([CH3:12])([CH3:13])[O:14][C:15]([NH:16][CH2:17][CH:18]1[O:19][CH2:20]1)=[O:21].[F:1][c:2]1[cH:3][c:4]([NH2:5])[cH:6][cH:7][c:8]1[CH3:9].[O:22]=[CH:23][N:24]([CH3:25])[CH3:26]>>[F:1][c:2]1[cH:3][c:4]([N:5]2[CH2:20][CH:18]([CH2:17][NH:16][C:15]([O:14][C:10]([CH3:11])([CH3:12])[CH3:13])=[O:21])[O:19][C:23]2=[O:22])[cH:6][cH:7][c:8]1[CH3:9]. The reactants are BrC1=C(N)C=C(C=C1)Br (2,5-dibromoaniline), COC (dimethyl ether), C1(=CC=CC=C1)B(O)O (phenylboronic acid), C([O-])([O-])=O.[Na+].[Na+] (sodium carbonate). Reagents/catalysts: C=1C=CC(=CC1)[P](C=2C=CC=CC2)(C=3C=CC=CC3)[Pd]([P](C=4C=CC=CC4)(C=5C=CC=CC5)C=6C=CC=CC6)([P](C=7C=CC=CC7)(C=8C=CC=CC8)C=9C=CC=CC9)[P](C=1C=CC=CC1)(C=1C=CC=CC1)C=1C=CC=CC1 (tetrakis(triphenylphosphine)palladium(0)). Solvent: O (water). Product: C1(=CC=CC=C1)C1=C(N)C=C(C=C1)C1=CC=CC=C1 (2,5-diphenylaniline). The yield is 81.0%. Reaction SMILES: Br[C:2]1[CH:8]=[CH:7][C:6](Br)=[CH:5][C:3]=1[NH2:4].[C:10]1(B(O)O)[CH:15]=[CH:14][CH:13]=[CH:12][CH:11]=1.C(=O)([O-])[O-].[Na+].[Na+].COC>C1C=CC([P]([Pd]([P](C2C=CC=CC=2)(C2C=CC=CC=2)C2C=CC=CC=2)([P](C2C=CC=CC=2)(C2C=CC=CC=2)C2C=CC=CC=2)[P](C2C=CC=CC=2)(C2C=CC=CC=2)C2C=CC=CC=2)(C2C=CC=CC=2)C2C=CC=CC=2)=CC=1.O>[C:10]1([C:2]2[CH:8]=[CH:7][C:6]([C:2]3[CH:8]=[CH:7][CH:6]=[CH:5][CH:3]=3)=[CH:5][C:3]=2[NH2:4])[CH:15]=[CH:14][CH:13]=[CH:12][CH:11]=1 |f:2.3.4,^1:31,33,52,71|. Procedure details: 2,5-dibromoaniline (50 g, 199.27 mmol, 1.0 equivalent), phenylboronic acid (58.31 g, 478.25 mmol, 2.4 equivalents), tetrakis(triphenylphosphine)palladium(0) (6.91 g, 5.98 mmol, 0.03 equivalent), sodium carbonate (238.48 g), dimethyl ether (750 milliliters), and water (750 milliliters) were loaded, and the mixture was refluxed for 7 hours. After that, the precipitate was separated by filtration and removed, and ethyl acetate was added to the resultant reaction solution so that an organic layer wa...